Dataset: the Open Reaction Database (ORD), a public repository of structured organic reaction records. Task: describe an organic reaction: reactants, conditions, products, and yield Starting materials: O=C1NC=NC2=CC=CC=C12 (4-oxo-3,4-dihydroquinazoline), BrCCOC1=CC=C(C=O)C=C1 (4-[2-bromoethoxy]benzaldehyde), C(=O)([O-])[O-].[K+].[K+] (K2CO3). Product: O=C1N(C=NC2=CC=CC=C12)CCOC1=CC=C(C=O)C=C1 (4-[2-[4-Oxo-3,4-dihydro-3-quinazolinyl]ethoxy]benzaldehyde). Isolated yield 72.3%. Reaction SMILES: [O:1]=[C:2]1[C:11]2[C:6](=[CH:7][CH:8]=[CH:9][CH:10]=2)[N:5]=[CH:4][NH:3]1.Br[CH2:13][CH2:14][O:15][C:16]1[CH:23]=[CH:22][C:19]([CH:20]=[O:21])=[CH:18][CH:17]=1.C([O-])([O-])=O.[K+].[K+]>>[O:1]=[C:2]1[C:11]2[C:6](=[CH:7][CH:8]=[CH:9][CH:10]=2)[N:5]=[CH:4][N:3]1[CH2:13][CH2:14][O:15][C:16]1[CH:23]=[CH:22][C:19]([CH:20]=[O:21])=[CH:18][CH:17]=1 |f:2.3.4|. Reported procedure: The title compound (1.5 g 73%) was prepared from 4-oxo-3,4-dihydroquinazoline (1.03 g, 7.05 mmol) and 4-[2-bromoethoxy]benzaldehyde (1.77 g, 7.7 mmol) in the presence of K2CO3 (2.0 g, 14.5 mmol) as base, by a similar procedure to that described in preparation 1. Procedure: To a solution of 4-(3-Hydroxyprop-2-ynyl)phenylacetic acid methyl ester (5.5 g, 0.027M) in tetrahydrofuran (110 ml) and carbon tetrachloride (110 ml) was added triphenylphosphine (7.81 g, 1.1 molar equivalents). The reaction mixture was heated at 60° C. for 3 h. After cooling, the solid obtained was removed by filtration and the mother liquors were concentrated under vacuum. The residue was purified by chromatography on silica gel using 50% diethyl ether in hexane as eluent to give the required ... Starting materials: COC(CC1=CC=C(C=C1)CC#CO)=O (4-(3-Hydroxyprop-2-ynyl)phenylacetic acid methyl ester), C1(=CC=CC=C1)P(C1=CC=CC=C1)C1=CC=CC=C1 (triphenylphosphine), C(Cl)(Cl)(Cl)Cl (carbon tetrachloride). The solvent is O1CCCC1 (tetrahydrofuran). Reaction SMILES: [CH3:1][O:2][C:3](=[O:15])[CH2:4][C:5]1[CH:10]=[CH:9][C:8]([CH2:11][C:12]#[C:13]O)=[CH:7][CH:6]=1.C1(P(C2C=CC=CC=2)C2C=CC=CC=2)C=CC=CC=1.C(Cl)(Cl)(Cl)[Cl:36]>O1CCCC1>[CH3:1][O:2][C:3](=[O:15])[CH2:4][C:5]1[CH:10]=[CH:9][C:8]([CH2:11][C:12]#[C:13][Cl:36])=[CH:7][CH:6]=1. Conditions: temperature 60 celsius. Yields the product COC(CC1=CC=C(C=C1)CC#CCl)=O (4-(3-Chloroprop-2-ynyl)phenylacetic acid methyl ester). Reactants: NCCC1=CNC2=CC=C(C=C12)CN1S(NC(C1)(C)C)(=O)=O (3-(2-Aminoethyl)-5-[(4,4-dimethyl-1,1-dioxo-1,2,5-thiadiazolidin-2-yl)methyl]-1H-indole), C(C)(C)(C)OC(=O)N1S(NC(C1)(C)C)(=O)=O (2-tert-butyloxycarbonyl-4,4-dimethyl-1,2,5-thiadiazolidine-1,1-dioxide). Product: C(C)(C)(C)OC(=O)NCCC1=CNC2=CC=C(C=C12)CN1C(CN(S1)C(=O)OC(C)(C)C)(C)C (3-[2-(N-Tert-butyloxycarbonylamino)ethyl]-5-[(2-tert-butyloxycarbonyl-4,4-dimethyl-1,2,5-thiadiazolidin-5-yl)methyl]-1H-indole). The yield is 84.0%. As a reaction SMILES: [NH2:1][CH2:2][CH2:3][C:4]1[C:12]2[C:7](=[CH:8][CH:9]=[C:10]([CH2:13]N3CC(C)(C)NS3(=O)=O)[CH:11]=2)[NH:6][CH:5]=1.[C:23]([O:27][C:28]([N:30]1[CH2:34][C:33]([CH3:36])([CH3:35])[NH:32][S:31]1(=O)=O)=[O:29])([CH3:26])([CH3:25])[CH3:24]>>[C:23]([O:27][C:28]([NH:1][CH2:2][CH2:3][C:4]1[C:12]2[C:7](=[CH:8][CH:9]=[C:10]([CH2:13][N:32]3[S:31][N:30]([C:28]([O:27][C:23]([CH3:26])([CH3:25])[CH3:24])=[O:29])[CH2:34][C:33]3([CH3:36])[CH3:35])[CH:11]=2)[NH:6][CH:5]=1)=[O:29])([CH3:26])([CH3:25])[CH3:24]. Procedure details: The title compound was prepared in 84% yield from Intermediate 3 and 2-tert-butyloxycarbonyl-4,4-dimethyl-1,2,5-thiadiazolidine-1,1-dioxide using a similar method to that described for Example 18 (step 2); white foam; δH (250 MHz, CDCl3) 8.04 (1H, br s, indole N--H), 7.58 (1H, s, Ar--H), 7.32 (2H, s, Ar--H), 7.02 (1H, d, J=2.2 Hz, Ar--H), 4.59 (1H, br s, --NH--), 4.36 (2H, s, Ar--CH2N--), 3.59 (2H, s, --CH2 --), 3.45 (2H, br q, J=6.3 Hz, --CH2NH--), 2.94 (2H, t, J=6.3 Hz, Ar--CH2 --), 1.55 (9H, ...